Dataset: the Open Reaction Database (ORD), a public repository of structured organic reaction records. Task: describe an organic reaction: reactants, conditions, products, and yield Reactants: C(C1=CC=CC=C1)S(=O)(=O)C=1C2=C(N=CN1)N(C=C2)[C@@H]2C[C@@H]1[C@@H](OC(OC1)C1=CC=C(C=C1)OC)C2 (4-(benzylsulfonyl)-7-[(4aS,6R,7aS)-2-(4-methoxyphenyl)hexahydrocyclopenta[d][1,3]dioxin-6-yl]-7H-pyrrolo[2,3-d]pyrimidine), N[C@@H]1CCC2=CC=CC=C12 ((R)-(−)-1-aminoindan), CCN(C(C)C)C(C)C (DIPEA). Run in C(C)O (ethanol). Reaction conditions: temperature 110 celsius. The product is [C@H]1(CCC2=CC=CC=C12)NC=1C2=C(N=CN1)N(C=C2)[C@@H]2C[C@@H]1[C@@H](OC(OC1)C1=CC=C(C=C1)OC)C2 (N-[(1R)-2,3-Dihydro-1H-inden-1-yl]-7-[(4aS,6R,7aS)-2-(4-methoxyphenyl)-hexahydrocyclopenta[d][1,3]dioxin-6-yl]-7H-pyrrolo[2,3-d]pyrimidin-4-amine). Isolated yield 73.3%. Reaction SMILES: C(S([C:11]1[C:12]2[CH:19]=[CH:18][N:17]([C@H:20]3[CH2:36][C@@H:23]4[O:24][CH:25]([C:28]5[CH:33]=[CH:32][C:31]([O:34][CH3:35])=[CH:30][CH:29]=5)[O:26][CH2:27][C@@H:22]4[CH2:21]3)[C:13]=2[N:14]=[CH:15][N:16]=1)(=O)=O)C1C=CC=CC=1.[NH2:37][C@H:38]1[C:46]2[C:41](=[CH:42][CH:43]=[CH:44][CH:45]=2)[CH2:40][CH2:39]1.CCN(C(C)C)C(C)C>C(O)C>[C@H:38]1([NH:37][C:11]2[C:12]3[CH:19]=[CH:18][N:17]([C@H:20]4[CH2:36][C@@H:23]5[O:24][CH:25]([C:28]6[CH:33]=[CH:32][C:31]([O:34][CH3:35])=[CH:30][CH:29]=6)[O:26][CH2:27][C@@H:22]5[CH2:21]4)[C:13]=3[N:14]=[CH:15][N:16]=2)[C:46]2[C:41](=[CH:42][CH:43]=[CH:44][CH:45]=2)[CH2:40][CH2:39]1. Procedure details: In a 0.5-2 mL microwave vial, 4-(benzylsulfonyl)-7-[(4aS,6R,7aS)-2-(4-methoxyphenyl)hexahydrocyclopenta[d][1,3]dioxin-6-yl]-7H-pyrrolo[2,3-d]pyrimidine (100 mg, 0.198 mmol), (R)-(−)-1-aminoindan (0.127 mL, 0.989 mmol), and DIPEA (0.172 mL, 0.989 mol) were dissolved in ethanol (1.22 mL). The vial was sealed and heated to 110° C. overnight. The solution was then concentrated in vacuo and the resulting material was purified via silica gel chromatography eluting with a gradient of 20 to 50% EtOAc in... The reactants are O(C1=CC=CC=C1)CC(=O)NC1[C@@H]2N(C(=C(CS2)C)C(=O)O)C1=O (7-phenoxyacetamido-3-methyl-3-cephem-4-carboxylic acid), C(C)N(C1=CC=CC=C1)CC (N,N-diethylaniline), C(C)(=O)Cl (acetyl chloride), ClCl (chlorine), C(C(C)C)O (isobutanol), P(OC1=CC=CC=C1)(OC1=CC=CC=C1)OC1=CC=CC=C1 (triphenyl phosphite), N1=CC=CC2=CC=CC=C12 (quinoline), C(C)N(C1=CC=CC=C1)CC (N,N-diethylaniline), triphenyl. The solvent is C(Cl)Cl (methylene chloride), C(Cl)Cl (methylene chloride). Reaction conditions: temperature -15 celsius, time 6 hour. The product is NC1[C@@H]2N(C(=C(CS2)C)C(=O)O)C1=O (7-Amino-3-methyl-3-cephem-4-carboxylic acid). Yield: 91.0%. As a reaction SMILES: O(CC([NH:11][CH:12]1[C:23](=[O:24])[N:14]2[C:15]([C:20]([OH:22])=[O:21])=[C:16]([CH3:19])[CH2:17][S:18][C@H:13]12)=O)C1C=CC=CC=1.N1C2C(=CC=CC=2)C=CC=1.C(N(CC)C1C=CC=CC=1)C.C(Cl)(=O)C.P(OC1C=CC=CC=1)(OC1C=CC=CC=1)OC1C=CC=CC=1.ClCl.C(O)C(C)C>C(Cl)Cl>[NH2:11][CH:12]1[C:23](=[O:24])[N:14]2[C:15]([C:20]([OH:22])=[O:21])=[C:16]([CH3:19])[CH2:17][S:18][C@H:13]12. Procedure: To a slurry of 3.40 gm (10 mmol) of 7-phenoxyacetamido-3-methyl-3-cephem-4-carboxylic acid, 0.158 ml (1.34 mmol) of quinoline, and 2.38 ml (15 mmol) of N,N-diethylaniline in 30 ml. of methylene chloride at room temperature was added 2.46 ml (34.5 mmol) of acetyl chloride. The reaction mixture was allowed to stir for about 6 hours at a temperature of 18° to 22° C. The reaction mixture was then cooled to -15° C. Then 0.6 ml (3.75 mmol) of N,N-diethylaniline and a solution of the triphenyl phosphit... Reactants: C(C)(C)(C)C=1N=C(C=2C(N1)=NN(N2)CC)N2CC(CC2)(F)F (5-tert-Butyl-7-(3,3-difluoro-pyrrolidin-1-yl)-2-ethyl-2H-[1,2,3]triazolo[4,5-d]pyrimidine), C(C)(C)(C)C=1N=C(C2=C(N1)NN=N2)N2CC(CC2)(F)F (5-tert-butyl-7-(3,3-difluoropyrrolidin-1-yl)-3H-[1,2,3]triazolo[4,5-d]pyrimidine), BrCC1=C(C=CC(=C1Cl)F)Cl (2-(bromomethyl)-1,3-dichloro-4-fluorobenzene). The product is C(C)(C)(C)C=1N=C(C=2C(N1)=NN(N2)CC2=C(C(=CC=C2Cl)F)Cl)N2CC(CC2)(F)F (5-tert-Butyl-2-(2,6-dichloro-3-fluoro-benzyl)-7-(3,3-difluoro-pyrrolidin-1-yl)-2H-[1,2,3]triazolo[4,5-d]pyrimidine). As a reaction SMILES: [C:1]([C:5]1[N:6]=[C:7]([N:16]2[CH2:20][CH2:19][C:18]([F:22])([F:21])[CH2:17]2)[C:8]2[C:9](=[N:11][N:12]([CH2:14][CH3:15])[N:13]=2)[N:10]=1)([CH3:4])([CH3:3])[CH3:2].C(C1N=C(N2CCC(F)(F)C2)C2N=NNC=2N=1)(C)(C)C.BrCC1[C:50]([Cl:51])=[C:49]([F:52])[CH:48]=[CH:47][C:46]=1[Cl:53]>>[C:1]([C:5]1[N:6]=[C:7]([N:16]2[CH2:20][CH2:19][C:18]([F:21])([F:22])[CH2:17]2)[C:8]2[C:9](=[N:11][N:12]([CH2:14][C:15]3[C:46]([Cl:53])=[CH:47][CH:48]=[C:49]([F:52])[C:50]=3[Cl:51])[N:13]=2)[N:10]=1)([CH3:2])([CH3:3])[CH3:4]. Procedure details: In analogy to the procedure described for the synthesis of 5-tert-butyl-7-(3,3-difluoro-pyrrolidin-1-yl)-2-ethyl-2H-[1,2,3]triazolo[4,5-d]pyrimidine (example 3, step b), the title compound was prepared from 5-tert-butyl-7-(3,3-difluoropyrrolidin-1-yl)-3H-[1,2,3]triazolo[4,5-d]pyrimidine and 2-(bromomethyl)-1,3-dichloro-4-fluorobenzene and isolated as white solid. MS (m/e): 459.2 (MH+). Starting materials: OC1=C(N)C=CC(=C1)[N+](=O)[O-] (2-hydroxy-4-nitroaniline), [H-].[Na+] (sodium hydride), BrCCBr (1,2-dibromoethane). Run in CN(C=O)C (N,N-dimethylformamide). The product is [N+](=O)([O-])C1=CC2=C(NCCO2)C=C1 (2,3-dihydro-7-nitro-1,4-benzoxazine), ( XIX ). Reaction SMILES: [OH:1][C:2]1[CH:8]=[C:7]([N+:9]([O-:11])=[O:10])[CH:6]=[CH:5][C:3]=1[NH2:4].[H-].[Na+].Br[CH2:15][CH2:16]Br>CN(C)C=O>[N+:9]([C:7]1[CH:6]=[CH:5][C:3]2[NH:4][CH2:15][CH2:16][O:1][C:2]=2[CH:8]=1)([O-:11])=[O:10] |f:1.2|. Reported procedure: Following Intermediate Method 4, the reaction of 2-hydroxy-4-nitroaniline with sodium hydride and 1,2-dibromoethane in N,N-dimethylformamide produces 2,3-dihydro-7-nitro-1,4-benzoxazine, (XIX). The reaction of (XIX) with sodium hydride and 2-iodopropane in N,N-dimethylformamide yields 2,3-dihydro-4-(1-methylethyl)-7-nitro-1,4-benzoxazine, (XX). Hydrogenation of (XX) with platinum oxide yielded (XXI). ##STR31## The reactants are C1(=CC=CC=C1)P(C1=CC=CC=C1)C1=CC=CC=C1 (triphenylphosphine), FC1=C(C=CC(=C1)F)C(C(=O)C=1C=CC=2N(N1)C(=NN2)C(C)C)=O (1-(2,4-difluorophenyl)-2-(3-isopropyl-[1,2,4]triazolo[4,3-b]pyridazin-6-yl)ethane-1,2-dione), Cl.NO (hydroxylamine hydrochloride), CC(C)OC(=O)/N=N/C(=O)OC(C)C (DIAD), N1=CC=CC=C1 (pyridine). The solvent is C1(=CC=CC=C1)C (toluene), CCO (EtOH), CCOC(=O)C (EtOAc), CCOC(=O)C (EtOAc). Conditions: temperature 90 celsius. Yields the product FC1=C(C=CC(=C1)F)C1=NON=C1C=1C=CC=2N(N1)C(=NN2)C(C)C (3-(2,4-Difluorophenyl)-4-(3-isopropyl-[1,2,4]triazolo[4,3-b]pyridazin-6-yl)-1,2,5-oxadiazole). The yield is 18.0%. Reaction SMILES: [F:1][C:2]1[CH:7]=[C:6]([F:8])[CH:5]=[CH:4][C:3]=1[C:9](=O)[C:10]([C:12]1[CH:13]=[CH:14][C:15]2[N:16]([C:18]([CH:21]([CH3:23])[CH3:22])=[N:19][N:20]=2)[N:17]=1)=O.Cl.[NH2:26][OH:27].[N:28]1C=CC=CC=1.C1(P(C2C=CC=CC=2)C2C=CC=CC=2)C=CC=CC=1.CC(OC(/N=N/C(OC(C)C)=O)=O)C>CCOC(C)=O.C1(C)C=CC=CC=1.CCO>[F:1][C:2]1[CH:7]=[C:6]([F:8])[CH:5]=[CH:4][C:3]=1[C:9]1[C:10]([C:12]2[CH:13]=[CH:14][C:15]3[N:16]([C:18]([CH:21]([CH3:23])[CH3:22])=[N:19][N:20]=3)[N:17]=2)=[N:28][O:27][N:26]=1 |f:1.2|. Reported procedure: A 50 mL round bottomed flask was charged with 1-(2,4-difluorophenyl)-2-(3-isopropyl-[1,2,4]triazolo[4,3-b]pyridazin-6-yl)ethane-1,2-dione (0.300 g, 0.908 mmol, Preparation #M.1), hydroxylamine hydrochloride (0.631 g, 9.08 mmol) and EtOH (5 mL). The resulting mixture was treated with pyridine (3.67 mL, 45.4 mmol) and was then heated to about 90° C. for about 7 h. The mixture was cooled to ambient temperature, diluted with EtOAc (10 mL), washed with 1N HCl (10 mL) and water (10 mL). The organics w... Reactants: O=C([O-])[O-], CCOC(=O)Cl, [K+], [K+], O=C(O)C1CCCCN1, O. Product: CCOC(=O)N1CCCCC1C(=O)O. RXN SMILES: [C:10](=[O:11])([O-:12])[O-:13].[Cl:16][C:17](=[O:18])[O:19][CH2:20][CH3:21].[K+:14].[K+:15].[NH:1]1[CH:2]([C:3](=[O:4])[OH:5])[CH2:6][CH2:7][CH2:8][CH2:9]1.[OH2:22]>>[N:1]1([C:17](=[O:18])[O:19][CH2:20][CH3:21])[CH:2]([C:3](=[O:4])[OH:5])[CH2:6][CH2:7][CH2:8][CH2:9]1.